This data is from the Open Reaction Database (ORD), a public repository of structured organic reaction records. The task is: describe an organic reaction: reactants, conditions, products, and yield Reported procedure: Both experiments with copper metal deposited the white precipitate. During the course of the second experiment, solution samples were taken for analysis. Cyclohexene was found to be the major reaction product (ester/olefin=0.2) which slowly reacted with trifluoroacetic acid to form cyclohexyltrifluoroacetate. Thus, elimination of cyclohexene from a cyclohexyl-copper complex is the predominant reaction pathway under our conditions. The reactants are C1=CCCCC1 (Cyclohexene), ester olefin, FC(C(=O)O)(F)F (trifluoroacetic acid). The product is C1(CCCCC1)OC(C(F)(F)F)=O (cyclohexyltrifluoroacetate). Reaction SMILES: [CH:1]1[CH2:6][CH2:5][CH2:4][CH2:3][CH:2]=1.[F:7][C:8]([F:13])([F:12])[C:9]([OH:11])=[O:10]>[Cu]>[CH:1]1([O:11][C:9](=[O:10])[C:8]([F:13])([F:12])[F:7])[CH2:6][CH2:5][CH2:4][CH2:3][CH2:2]1. The reagents and catalysts are [Cu] (copper). Starting materials: C(C)(=O)OCC1=CC=CC2=C1N=C(S2)C2=CC=CC=C2 (4-Acetoxymethyl-2-phenyl-benzothiazole), C([O-])([O-])=O.[K+].[K+] (potassium carbonate). Solvent: CO (methanol). The product is OCC1=CC=CC2=C1N=C(S2)C2=CC=CC=C2 (4-Hydroxymethyl-2-phenyl-benzothiazole). As a reaction SMILES: C([O:4][CH2:5][C:6]1[C:11]2[N:12]=[C:13]([C:15]3[CH:20]=[CH:19][CH:18]=[CH:17][CH:16]=3)[S:14][C:10]=2[CH:9]=[CH:8][CH:7]=1)(=O)C.C(=O)([O-])[O-].[K+].[K+]>CO>[OH:4][CH2:5][C:6]1[C:11]2[N:12]=[C:13]([C:15]3[CH:20]=[CH:19][CH:18]=[CH:17][CH:16]=3)[S:14][C:10]=2[CH:9]=[CH:8][CH:7]=1 |f:1.2.3|. Reported procedure: 43 g of the compound from Example II were dissolved in 1 l of absolute methanol, 5 g of potassium carbonate were added and after 10 minutes at room temperature the mixture was concentrated. The residue was taken up using methylene chloride, and the solution was washed, dried and concentrated. 90% of theory of the title compound was obtained. Starting materials: C1CCOC1, COC(=O)C1CC(NC(=O)OC(C)(C)C)CN1Cc1ccccc1, [Li+], [OH-], O. The product is CC(C)(C)OC(=O)NC1CC(C(=O)O)N(Cc2ccccc2)C1. Reaction SMILES: [CH2:27]1[O:28][CH2:29][CH2:30][CH2:31]1.[CH3:1][O:2][C:3](=[O:4])[CH:5]1[N:6]([CH2:18][c:19]2[cH:20][cH:21][cH:22][cH:23][cH:24]2)[CH2:7][CH:8]([NH:10][C:11](=[O:12])[O:13][C:14]([CH3:15])([CH3:16])[CH3:17])[CH2:9]1.[Li+:26].[OH-:25].[OH2:32]>>[O:2]=[C:3]([OH:4])[CH:5]1[N:6]([CH2:18][c:19]2[cH:20][cH:21][cH:22][cH:23][cH:24]2)[CH2:7][CH:8]([NH:10][C:11](=[O:12])[O:13][C:14]([CH3:15])([CH3:16])[CH3:17])[CH2:9]1. Starting materials: CC(C)(C)OC(=O)NC1CCC(CCS(C)(=O)=O)CC1, ClCCl, O=C(O)C(F)(F)F. The product is CS(=O)(=O)CCC1CCC(N)CC1. RXN SMILES: [C:1]([O:2][C:3](=[O:4])[NH:7][CH:8]1[CH2:9][CH2:10][CH:11]([CH2:14][CH2:15][S:16](=[O:17])(=[O:18])[CH3:19])[CH2:12][CH2:13]1)([CH3:5])([CH3:6])[CH3:20].[Cl:28][CH2:29][Cl:30].[OH:21][C:22]([C:23]([F:24])([F:25])[F:26])=[O:27]>>[NH2:7][CH:8]1[CH2:9][CH2:10][CH:11]([CH2:14][CH2:15][S:16](=[O:17])(=[O:18])[CH3:19])[CH2:12][CH2:13]1. The reactants are CC(C)C[AlH]CC(C)C (DIBAL-H), C(=O)([O-])C(O)C(O)C(=O)[O-].[Na+].[K+] (potassium sodium tartrate), ClC1=C(C=NC(=C1)Cl)C1(CC1)C#N (1-(4,6-Dichloro-3-pyridyl)cyclopropanecarbonitrile), [BH4-].[Na+] (NaBH4). The solvent is C1(=CC=CC=C1)C (Toluene), CO (MeOH), C1(=CC=CC=C1)C (Toluene). The product is ClC1=C(C=NC(=C1)Cl)C1(CC1)CN ([1-(4,6-dichloro-3-pyridyl)cyclopropyl]methanamine). The yield is 97.2%. Conditions: temperature -10 celsius, time 30 minute. As a reaction SMILES: [Cl:1][C:2]1[CH:7]=[C:6]([Cl:8])[N:5]=[CH:4][C:3]=1[C:9]1([C:12]#[N:13])[CH2:11][CH2:10]1.CC(C[AlH]CC(C)C)C.[BH4-].[Na+].C(C(C(C([O-])=O)O)O)([O-])=O.[Na+].[K+]>C1(C)C=CC=CC=1.CO>[Cl:1][C:2]1[CH:7]=[C:6]([Cl:8])[N:5]=[CH:4][C:3]=1[C:9]1([CH2:12][NH2:13])[CH2:10][CH2:11]1 |f:2.3,4.5.6|. Procedure details: 1-(4,6-Dichloro-3-pyridyl)cyclopropanecarbonitrile (0.1 g, 0.469 mmol) was dissolved in Toluene (2.3 mL). At −10° C. DIBAL-H 1M in Toluene (0.98564 mL, 0.986 mmol) was added dropwise. The reaction mixture was stirred 30 min at −10° C. At −10° C. NaBH4 (0.10871 g, 2.816 mmol) was added, then carefully 3 mL MeOH. The reaction mixture was stirred 30 min at rt. It was poured into 25 ml of 1N potassium sodium tartrate. The pale yellow solution was extracted 3 times with Ether. The combined organic ph...